From a dataset of the Open Reaction Database (ORD), a public repository of structured organic reaction records. describe an organic reaction: reactants, conditions, products, and yield Reactants: ClC1=C(C(=O)OC(C)C)C=C(C(=C1)F)NC(=O)NC(=C(C)C(=O)OCC)CC (isopropyl 2-chloro-4-fluoro-5-{3-[2-(ethoxycarbonyl)-1-ethyl-1-propenyl]ureido}-benzoate), [Na] (sodium). Solvent: C(C)(C)O.CN(C=O)C (isopropanol dimethylformamide). Yields the product ClC1=C(C(=O)OC(C)C)C=C(C(=C1)F)N1C(NC(=C(C1=O)C)CC)=O (isopropyl 2-chloro-4-fluoro-5-[3,6-dihydro-4-ethyl-5-methyl-2,6-dioxo-1(2H)-pyrimidinyl]-benzoate). Reaction SMILES: [Cl:1][C:2]1[CH:13]=[C:12]([F:14])[C:11]([NH:15][C:16]([NH:18][C:19]([CH2:27][CH3:28])=[C:20]([C:22](OCC)=[O:23])[CH3:21])=[O:17])=[CH:10][C:3]=1[C:4]([O:6][CH:7]([CH3:9])[CH3:8])=[O:5].[Na]>C(O)(C)C.CN(C)C=O>[Cl:1][C:2]1[CH:13]=[C:12]([F:14])[C:11]([N:15]2[C:22](=[O:23])[C:20]([CH3:21])=[C:19]([CH2:27][CH3:28])[NH:18][C:16]2=[O:17])=[CH:10][C:3]=1[C:4]([O:6][CH:7]([CH3:9])[CH3:8])=[O:5] |f:2.3,^1:28|. Procedure details: using isopropyl 2-chloro-4-fluoro-5-{3-[2-(ethoxycarbonyl)-1-ethyl-1-propenyl]ureido}-benzoate with sodium isopropylate in an isopropanol/dimethylformamide mixture there is obtained isopropyl 2-chloro-4-fluoro-5-[3,6-dihydro-4-ethyl-5-methyl-2,6-dioxo-1(2H)-pyrimidinyl]-benzoate, m.p. 192°-194° C.,